describe an organic reaction: reactants, conditions, products, and yield From a dataset of the Open Reaction Database (ORD), a public repository of structured organic reaction records. The reactants are [H-].[Al+3].[Li+].[H-].[H-].[H-] (Lithium aluminium hydride), O1C(=CC=C1)C=1OC(=C(N1)COC1=CC=C(CN2N=C(C(=C2)C(=O)OCC)OCC2=CC=C(C=C2)OCC=2N=C(OC2C)C=2OC=CC2)C=C1)C (ethyl 1-[4-[2-(2-furyl)-5-methyl-4-oxazolylmethoxy]benzyl]-3-[4-[2-(2-furyl)-5-methyl-4-oxazolylmethoxy]benzyloxy]-1H-pyrazole-4-carboxylate), O (water). The solvent is O1CCCC1 (tetrahydrofuran). Run at time 30 minute. Product: O1C(=CC=C1)C=1OC(=C(N1)COC1=CC=C(CN2N=C(C(=C2)CO)OCC2=CC=C(C=C2)OCC=2N=C(OC2C)C=2OC=CC2)C=C1)C ([1-[4-[2-(2-furyl)-5-methyl-4-oxazolylmethoxy]benzyl]-3-[4-[2-(2-furyl)-5-methyl-4-oxazolylmethoxy]benzyloxy]-1H-pyrazol-4-yl]methanol). Yield: 95.9%. Reaction SMILES: [H-].[Al+3].[Li+].[H-].[H-].[H-].[O:7]1[CH:11]=[CH:10][CH:9]=[C:8]1[C:12]1[O:13][C:14]([CH3:57])=[C:15]([CH2:17][O:18][C:19]2[CH:56]=[CH:55][C:22]([CH2:23][N:24]3[CH:28]=[C:27]([C:29](OCC)=[O:30])[C:26]([O:34][CH2:35][C:36]4[CH:41]=[CH:40][C:39]([O:42][CH2:43][C:44]5[N:45]=[C:46]([C:50]6[O:51][CH:52]=[CH:53][CH:54]=6)[O:47][C:48]=5[CH3:49])=[CH:38][CH:37]=4)=[N:25]3)=[CH:21][CH:20]=2)[N:16]=1.O>O1CCCC1>[O:7]1[CH:11]=[CH:10][CH:9]=[C:8]1[C:12]1[O:13][C:14]([CH3:57])=[C:15]([CH2:17][O:18][C:19]2[CH:20]=[CH:21][C:22]([CH2:23][N:24]3[CH:28]=[C:27]([CH2:29][OH:30])[C:26]([O:34][CH2:35][C:36]4[CH:37]=[CH:38][C:39]([O:42][CH2:43][C:44]5[N:45]=[C:46]([C:50]6[O:51][CH:52]=[CH:53][CH:54]=6)[O:47][C:48]=5[CH3:49])=[CH:40][CH:41]=4)=[N:25]3)=[CH:55][CH:56]=2)[N:16]=1 |f:0.1.2.3.4.5|. Reported procedure: Lithium aluminium hydride (0.98 g) was added to a solution of ethyl 1-[4-[2-(2-furyl)-5-methyl-4-oxazolylmethoxy]benzyl]-3-[4-[2-(2-furyl)-5-methyl-4-oxazolylmethoxy]benzyloxy]-1H-pyrazole-4-carboxylate (19.16 g) in tetrahydrofuran (75 ml) at 0° C., and the mixture was stirred at room temperature for 30 minutes. After water was added to the reaction mixture, the precipitate was removed by filtration and the filtrate was extracted with ethyl acetate. The ethyl acetate layer was washed with satura... Starting materials: Cl (hydrochloric acid), Cl.FC(OC1=CC=C(C=C1)NN)(F)F (4-Trifluoromethoxyphenylhydrazine hydrochloride), C(C)OC=C(C(=O)OCC)C(=O)C (ethyl 2-ethoxymethylene-acetoacetate), [OH-].[Na+] (Sodium hydroxide). Solvent: C(C)O (ethanol), O (water), C(C)O (Ethanol). Run at temperature 76 celsius, time 2 hour. Product: CC1=C(C=NN1C1=CC=C(C=C1)OC(F)(F)F)C(=O)O (5-Methyl-1-(4-trifluoromethoxyphenyl)-1H-pyrazole-4-carboxylic acid). Yield: 71.1%. Reaction SMILES: Cl.[F:2][C:3]([F:14])([F:13])[O:4][C:5]1[CH:10]=[CH:9][C:8]([NH:11][NH2:12])=[CH:7][CH:6]=1.C(O[CH:18]=[C:19]([C:25]([CH3:27])=O)[C:20]([O:22]CC)=[O:21])C.[OH-].[Na+].Cl>C(O)C.O>[CH3:27][C:25]1[N:11]([C:8]2[CH:7]=[CH:6][C:5]([O:4][C:3]([F:13])([F:14])[F:2])=[CH:10][CH:9]=2)[N:12]=[CH:18][C:19]=1[C:20]([OH:22])=[O:21] |f:0.1,3.4|. Procedure: 4-Trifluoromethoxyphenylhydrazine hydrochloride (4.0 g) and ethyl 2-ethoxymethylene-acetoacetate (3.26 g) prepared according to a method described in J. Chem. Soc. Perkin trans. I, 1875 (1988), were added to a mixed solvent of water (10 ml) and ethanol (10 ml), and stirred at 76° C. for two hours. Sodium hydroxide (1.40 g) was added to the reaction solution and the mixture was further stirred at the same temperature for an hour. Ethanol was evaporated in vacuo, hydrochloric acid (1 mole/1) was a... The reactants are [BH4-].[Na+] (sodium borohydride), C1(=CC=CC=C1)C(C1=CC=CC=C1)OC(=O)C1=C(CS[C@H]2N1C([C@H]2NC(COC2=CC=CC=C2)=O)=O)O (3-hydroxy-7β-phenoxyacetylamino-3-cephem-4-carboxylic acid diphenylmethyl ester), Cl (hydrochloric acid). Run in CN(C=O)C (dimethylformamide), C(C)(=O)O (acetic acid). Product: C1(=CC=CC=C1)C(C1=CC=CC=C1)OC(=O)[C@H]1C(CS[C@H]2N1C([C@H]2NC(COC2=CC=CC=C2)=O)=O)O (3-hydroxy-7β-phenoxyacetylamino-cepham-4α-carboxylic acid diphenylmethyl ester). RXN SMILES: [BH4-].[Na+].[C:3]1([CH:9]([O:16][C:17]([C:19]2[N:24]3[C:25](=[O:38])[C@@H:26]([NH:27][C:28](=[O:37])[CH2:29][O:30][C:31]4[CH:36]=[CH:35][CH:34]=[CH:33][CH:32]=4)[C@H:23]3[S:22][CH2:21][C:20]=2[OH:39])=[O:18])[C:10]2[CH:15]=[CH:14][CH:13]=[CH:12][CH:11]=2)[CH:8]=[CH:7][CH:6]=[CH:5][CH:4]=1.Cl>CN(C)C=O.C(O)(=O)C>[C:3]1([CH:9]([O:16][C:17]([C@@H:19]2[N:24]3[C:25](=[O:38])[C@@H:26]([NH:27][C:28](=[O:37])[CH2:29][O:30][C:31]4[CH:36]=[CH:35][CH:34]=[CH:33][CH:32]=4)[C@H:23]3[S:22][CH2:21][CH:20]2[OH:39])=[O:18])[C:10]2[CH:15]=[CH:14][CH:13]=[CH:12][CH:11]=2)[CH:4]=[CH:5][CH:6]=[CH:7][CH:8]=1 |f:0.1|. Procedure: 1.30 g of sodium borohydride are added in portions to a solution of 35.4 g of 3-hydroxy-7β-phenoxyacetylamino-3-cephem-4-carboxylic acid diphenylmethyl ester (crude product) in a mixture of 270 ml of dimethylformamide and 70 ml of glacial acetic acid in a stream of nitrogen while stirring and cooling with ice at approximately 15° to 20°. The reaction mixture is further stirred for one hour at room temperature, poured onto a mixture of ice and 2 N hydrochloric acid and extracted with ethyl acetat...